From a dataset of the Open Reaction Database (ORD), a public repository of structured organic reaction records. describe an organic reaction: reactants, conditions, products, and yield Reactants: O (water), NC=1C(=CC=C2C=CN=CC12)Cl (8-Amino-7-chloroisoquinoline), C(C)(=O)OC(C)=O (acetic anhydride), C([O-])(O)=O.[Na+] (sodium bicarbonate). Product: C(C)(=O)NC=1C(=CC=C2C=CN=CC12)Cl (8-acetamido-7-chloroisoquinoline). Reaction SMILES: [NH2:1][C:2]1[C:3]([Cl:12])=[CH:4][CH:5]=[C:6]2[C:11]=1[CH:10]=[N:9][CH:8]=[CH:7]2.O.C(=O)(O)[O-].[Na+].[C:19](OC(=O)C)(=[O:21])[CH3:20]>>[C:19]([NH:1][C:2]1[C:3]([Cl:12])=[CH:4][CH:5]=[C:6]2[C:11]=1[CH:10]=[N:9][CH:8]=[CH:7]2)(=[O:21])[CH3:20] |f:2.3|. Procedure: 8-Amino-7-chloroisoquinoline is refluxed in excess acetic anhydride for two hours or until the reaction is complete. The mixture is then poured into water, neutralized with 10% aqueous sodium bicarbonate solution and extracted with chloroform. The chloroform extract is washed with water, dried over sodium sulfate and concentrated to give 8-acetamido-7-chloroisoquinoline. Reactants: CC(C)(C)OC(=O)Nc1nccc(Cl)c1C=O, ClCCl, O=C(O)C(F)(F)F. Yields the product Nc1nccc(Cl)c1C=O. Reaction SMILES: [Cl:1][c:2]1[c:3]([CH:16]=[O:17])[c:4]([NH:8][C:9](=[O:10])[O:11][C:12]([CH3:13])([CH3:14])[CH3:15])[n:5][cH:6][cH:7]1.[Cl:25][CH2:26][Cl:27].[OH:18][C:19]([C:20]([F:21])([F:22])[F:23])=[O:24]>>[Cl:1][c:2]1[c:3]([CH:16]=[O:17])[c:4]([NH2:8])[n:5][cH:6][cH:7]1. Reactants: C1COCCN1, O=C(Cl)OC(Cl)(Cl)Cl, C1CCOC1, O=C(OCc1ccccc1)C(O)Cc1ccccc1. As a reaction SMILES: [CH2:28]1[CH2:29][O:30][CH2:31][CH2:32][NH:33]1.[Cl:20][C:21](=[O:22])[O:23][C:24]([Cl:25])([Cl:26])[Cl:27].[O:34]1[CH2:35][CH2:36][CH2:37][CH2:38]1.[OH:1][CH:2]([C:3](=[O:4])[O:5][CH2:6][c:7]1[cH:8][cH:9][cH:10][cH:11][cH:12]1)[CH2:13][c:14]1[cH:15][cH:16][cH:17][cH:18][cH:19]1>>[O:1]([CH:2]([C:3](=[O:4])[O:5][CH2:6][c:7]1[cH:8][cH:9][cH:10][cH:11][cH:12]1)[CH2:13][c:14]1[cH:15][cH:16][cH:17][cH:18][cH:19]1)[C:21](=[O:22])[N:33]1[CH2:28][CH2:29][O:30][CH2:31][CH2:32]1. Product: O=C(OCc1ccccc1)C(Cc1ccccc1)OC(=O)N1CCOCC1.